From a dataset of the Open Reaction Database (ORD), a public repository of structured organic reaction records. describe an organic reaction: reactants, conditions, products, and yield Starting materials: COC(C1=CC(=C(C=C1)O)C(C)(C)C)=O (methyl-3-tert-butyl-4-hydroxybenzoate), [Si](C)(C)(C(C)(C)C)Cl (tert-butyldimethylsilyl chloride), N1C=NC=C1 (imidazole). Run in CN(C)C=O (DMF). The product is C(C)(C)(C)C=1C=C(C(=O)OC)C=CC1O[Si](C)(C)C(C)(C)C (methyl 3-tert-butyl-4-((tert-butyldimethylsilyl)oxy)benzoate). Yield: 78.8%. RXN SMILES: [CH3:1][O:2][C:3](=[O:15])[C:4]1[CH:9]=[CH:8][C:7]([OH:10])=[C:6]([C:11]([CH3:14])([CH3:13])[CH3:12])[CH:5]=1.[Si:16](Cl)([C:19]([CH3:22])([CH3:21])[CH3:20])([CH3:18])[CH3:17].N1C=CN=C1>CN(C=O)C>[C:11]([C:6]1[CH:5]=[C:4]([CH:9]=[CH:8][C:7]=1[O:10][Si:16]([C:19]([CH3:22])([CH3:21])[CH3:20])([CH3:18])[CH3:17])[C:3]([O:2][CH3:1])=[O:15])([CH3:12])([CH3:14])[CH3:13]. Reported procedure: According to example 183, 5.00 g of methyl-3-tert-butyl-4-hydroxybenzoate was silylated using 4.34 g of tert-butyldimethylsilyl chloride, 3.59 g of imidazole, and 70 mL of anhydrous DMF. The crude product was purified by flash chromatography on silica gel (9:1 hexane:EtOAc) to afford 6.1 g (79%) of methyl 3-tert-butyl-4-((tert-butyldimethylsilyl)oxy)benzoate as a clear liquid. Reactants: C(C)(C)(C)OC(=O)NC(C(C(=O)N)O)CC(F)(F)F (3(RS)-(tert-butoxyformamido)-5,5,5-trifluoro-2(RS)-hydroxyvaleramide), O.C1(=CC=C(C=C1)S(=O)(=O)O)C (4-toluenesulphonic acid monohydrate), C(C)OCC (diethyl ether). Solvent: C(C)#N (acetonitrile). Product: C1(=CC=C(C=C1)S(=O)(=O)O)C.NC(C(C(=O)N)O)CC(F)(F)F (3(RS)-amino-5,5,5-trifluoro-2(RS)-hydroxyvaleramide p-toluenesulphonate). As a reaction SMILES: C(OC([NH:8][CH:9]([CH2:15][C:16]([F:19])([F:18])[F:17])[CH:10]([OH:14])[C:11]([NH2:13])=[O:12])=O)(C)(C)C.O.[C:21]1([CH3:31])[CH:26]=[CH:25][C:24]([S:27]([OH:30])(=[O:29])=[O:28])=[CH:23][CH:22]=1.C(OCC)C>C(#N)C>[C:21]1([CH3:31])[CH:22]=[CH:23][C:24]([S:27]([OH:30])(=[O:28])=[O:29])=[CH:25][CH:26]=1.[NH2:8][CH:9]([CH2:15][C:16]([F:17])([F:18])[F:19])[CH:10]([OH:14])[C:11]([NH2:13])=[O:12] |f:1.2,5.6|. Procedure details: A solution of 580 mg (2.03 mmol) of 3(RS)-(tert-butoxyformamido)-5,5,5-trifluoro-2(RS)-hydroxyvaleramide and 1.16 g (6.11 mmol) of 4-toluenesulphonic acid monohydrate in 10 ml of acetonitrile was stirred until the reaction had finished according to thin-layer chromatography. 10 ml of diethyl ether were added and the 3(RS)-amino-5,5,5-trifluoro-2(RS)-hydroxyvaleramide p-toluenesulphonate (1:1) which formed was removed by filtration and added to a solution of 1.06 g (1.156 mmol) of N-[N-[N-[N-[N-[... Reactants: CN=C=O, ON=C1CCOc2ccccc21, O, c1ccccc1. Yields the product CNC(=O)ON=C1CCOc2ccccc21. Reaction SMILES: [CH3:14][N:15]=[C:16]=[O:17].[O:1]1[CH2:2][CH2:3][C:4](=[N:11][OH:12])[c:5]2[cH:6][cH:7][cH:8][cH:9][c:10]21.[OH2:13].[cH:18]1[cH:19][cH:20][cH:21][cH:22][cH:23]1>>[O:1]1[CH2:2][CH2:3][C:4](=[N:11][O:12][C:16]([NH:15][CH3:14])=[O:17])[c:5]2[cH:6][cH:7][cH:8][cH:9][c:10]21. The reactants are Clc1ccc2ncccc2c1, O=[N+]([O-])O, O=S(=O)(O)O. Product: O=[N+]([O-])c1c(Cl)ccc2ncccc12. RXN SMILES: [Cl:5][c:6]1[cH:7][c:8]2[cH:9][cH:10][cH:11][n:12][c:13]2[cH:14][cH:15]1.[OH:1][N+:2]([O-:3])=[O:4].[S:16](=[O:17])(=[O:18])([OH:19])[OH:20]>>[O-:1][N+:2](=[O:4])[c:7]1[c:6]([Cl:5])[cH:15][cH:14][c:13]2[c:8]1[cH:9][cH:10][cH:11][n:12]2. Reactants: OC1=CC(=NC2=CC(=CC=C12)C)C(=O)O (4-Hydroxy-7-methyl-quinoline-2-carboxylic acid), FC(C(=O)O)(F)F.C(CCC)OC(=O)N1CCN(CC1)C([C@H](CCOCC1=CC=CC=C1)N)=O (4-((S)-2-Amino-4-benzyloxy-butyryl)-piperazine-1-carboxylic acid butyl ester trifluoroacetate), C=1C=CC2=C(C1)N=NN2O (HOBT), C(CCl)Cl (EDC). Solvent: CN(C)C=O (DMF), O (water). Product: C(CCC)OC(=O)N1CCN(CC1)C([C@H](CCOCC1=CC=CC=C1)NC(=O)C1=NC2=CC(=CC=C2C(=C1)O)C)=O (4-{(S)-4-Benzyloxy-2-[(4-hydroxy-7-methyl-quinoline-2-carbonyl)-amino]-butyryl}-piperazine-1-carboxylic acid butyl ester). RXN SMILES: [OH:1][C:2]1[C:11]2[C:6](=[CH:7][C:8]([CH3:12])=[CH:9][CH:10]=2)[N:5]=[C:4]([C:13]([OH:15])=O)[CH:3]=1.FC(F)(F)C(O)=O.[CH2:23]([O:27][C:28]([N:30]1[CH2:35][CH2:34][N:33]([C:36](=[O:49])[C@@H:37]([NH2:48])[CH2:38][CH2:39][O:40][CH2:41][C:42]2[CH:47]=[CH:46][CH:45]=[CH:44][CH:43]=2)[CH2:32][CH2:31]1)=[O:29])[CH2:24][CH2:25][CH3:26].C1C=CC2N(O)N=NC=2C=1.C(Cl)CCl>CN(C=O)C.O>[CH2:23]([O:27][C:28]([N:30]1[CH2:31][CH2:32][N:33]([C:36](=[O:49])[C@@H:37]([NH:48][C:13]([C:4]2[CH:3]=[C:2]([OH:1])[C:11]3[C:6](=[CH:7][C:8]([CH3:12])=[CH:9][CH:10]=3)[N:5]=2)=[O:15])[CH2:38][CH2:39][O:40][CH2:41][C:42]2[CH:43]=[CH:44][CH:45]=[CH:46][CH:47]=2)[CH2:34][CH2:35]1)=[O:29])[CH2:24][CH2:25][CH3:26] |f:1.2|. Reported procedure: To a solution of 1 g of 4-Hydroxy-7-methyl-quinoline-2-carboxylic acid and 1.8 g of 4-((S)-2-Amino-4-benzyloxy-butyryl)-piperazine-1-carboxylic acid butyl ester trifluoroacetate in 12 ml of DMF, 566 mg of NEM, 1.1 g of HOBT and 1.4 g of EDC was added and the reaction mixture was stirred for 16 h at RT. Then, the reaction mixture was diluted with water and extracted with ethyl acetate. The organic phase was dried over MgSO4 and the solvents were removed under reduced pressure. The crude product w... Conditions: time 16 hour. The reactants are CN(C=O)C (N,N-dimethylformamide), COC1=CC=C2C=CC(N(C2=C1)CCCC1(CCNCC1)C(=O)OCC)=O (ethyl 4-(3-(7-methoxy-2-oxoquinolin-1(2H)-yl)propyl)piperidine-4-carboxylate), C([O-])([O-])=O.[K+].[K+] (potassium carbonate), CN(C=O)C (N,N-dimethylformamide), BrCCSC=1SC=CC1 (2-(2-bromoethylthio)thiophene). The solvent is O (water), C(C)(=O)OCC (ethyl acetate). Run at temperature 60 celsius, time 3 hour. The product is COC1=CC=C2C=CC(N(C2=C1)CCCC1(CCN(CC1)CCSC=1SC=CC1)C(=O)OCC)=O (ethyl 4-(3-(7-methoxy-2-oxoquinolin-1(2H)-yl)propyl)-1-(2-(2-thienylthio)ethyl)piperidine-4-carboxylate). Reaction SMILES: CN(C)C=O.[CH3:6][O:7][C:8]1[CH:17]=[C:16]2[C:11]([CH:12]=[CH:13][C:14](=[O:32])[N:15]2[CH2:18][CH2:19][CH2:20][C:21]2([C:27]([O:29][CH2:30][CH3:31])=[O:28])[CH2:26][CH2:25][NH:24][CH2:23][CH2:22]2)=[CH:10][CH:9]=1.C(=O)([O-])[O-].[K+].[K+].Br[CH2:40][CH2:41][S:42][C:43]1[S:44][CH:45]=[CH:46][CH:47]=1>O.C(OCC)(=O)C>[CH3:6][O:7][C:8]1[CH:17]=[C:16]2[C:11]([CH:12]=[CH:13][C:14](=[O:32])[N:15]2[CH2:18][CH2:19][CH2:20][C:21]2([C:27]([O:29][CH2:30][CH3:31])=[O:28])[CH2:26][CH2:25][N:24]([CH2:40][CH2:41][S:42][C:43]3[S:44][CH:45]=[CH:46][CH:47]=3)[CH2:23][CH2:22]2)=[CH:10][CH:9]=1 |f:2.3.4|. Procedure: To 1.25 mL of an N,N-dimethylformamide solution containing 70 mg of ethyl 4-(3-(7-methoxy-2-oxoquinolin-1(2H)-yl)propyl)piperidine-4-carboxylate, 57 mg of potassium carbonate and 0.25 mL of N,N-dimethylformamide containing 47 mg of 2-(2-bromoethylthio)thiophene were added at room temperature, and stirred at 60° C. for 3 hours. To the reaction mixture, ethyl acetate and water were added. The organic layer was separated, washed sequentially with water and aqueous saturated sodium chloride solution... Reactants: C, CCN(CC)C(=O)Oc1cccc2oc(C(=O)OCc3ccccc3)cc(=O)c12, CCOC(C)=O, [Pd]. The product is CCN(CC)C(=O)Oc1cccc2oc(C(=O)O)cc(=O)c12. As a reaction SMILES: [C:36].[CH2:1]([c:2]1[cH:3][cH:4][cH:5][cH:6][cH:7]1)[O:8][C:9](=[O:10])[c:11]1[o:12][c:13]2[c:14]([c:15](=[O:17])[cH:16]1)[c:18]([O:22][C:23]([N:24]([CH2:25][CH3:26])[CH2:27][CH3:28])=[O:29])[cH:19][cH:20][cH:21]2.[CH3:30][CH2:31][O:32][C:33](=[O:34])[CH3:35].[Pd:37]>>[O:8]=[C:9]([OH:10])[c:11]1[o:12][c:13]2[c:14]([c:15](=[O:17])[cH:16]1)[c:18]([O:22][C:23]([N:24]([CH2:25][CH3:26])[CH2:27][CH3:28])=[O:29])[cH:19][cH:20][cH:21]2.